This data is from the Open Reaction Database (ORD), a public repository of structured organic reaction records. The task is: describe an organic reaction: reactants, conditions, products, and yield Starting materials: CCOC(=O)c1c[nH]c(C(=O)N2CC=CC2)n1, C1CCOC1, O=C(O)Cc1cccc(F)c1F. Product: O=C(Cc1cccc(F)c1F)c1c[nH]c(C(=O)N2CC=CC2)n1. Reaction SMILES: [CH2:1]([O:2][C:4](=[O:5])[c:6]1[n:7][c:8]([C:11](=[O:12])[N:13]2[CH2:14][CH:15]=[CH:16][CH2:17]2)[nH:9][cH:10]1)[CH3:3].[CH2:30]1[O:31][CH2:32][CH2:33][CH2:34]1.[F:18][c:19]1[c:20]([CH2:26][C:27]([OH:28])=[O:29])[cH:21][cH:22][cH:23][c:24]1[F:25]>>[C:4](=[O:5])([c:6]1[n:7][c:8]([C:11](=[O:12])[N:13]2[CH2:14][CH:15]=[CH:16][CH2:17]2)[nH:9][cH:10]1)[CH2:26][c:20]1[c:19]([F:18])[c:24]([F:25])[cH:23][cH:22][cH:21]1. Reactants: C1CCC2=NCCCN2CC1, O=C=NC(=O)CCl, N#Cc1cccc(N)c1, C1COCCO1. Product: N#Cc1cccc(N2CC(=O)NC2=O)c1. As a reaction SMILES: [CH2:17]1[CH2:18][CH2:19][C:20]2=[N:25][CH2:24][CH2:23][CH2:22][N:21]2[CH2:26][CH2:27]1.[Cl:10][CH2:11][C:12](=[O:13])[N:14]=[C:15]=[O:16].[NH2:1][c:2]1[cH:3][c:4]([C:5]#[N:6])[cH:7][cH:8][cH:9]1.[O:28]1[CH2:29][CH2:30][O:31][CH2:32][CH2:33]1>>[N:1]1([c:2]2[cH:3][c:4]([C:5]#[N:6])[cH:7][cH:8][cH:9]2)[CH2:11][C:12](=[O:13])[NH:14][C:15]1=[O:16].